Dataset: the Open Reaction Database (ORD), a public repository of structured organic reaction records. Task: describe an organic reaction: reactants, conditions, products, and yield The reactants are O=C([O-])[O-], O=C1C(Cc2ccc(O)cc2Cl)CCN1C1CCc2n[nH]cc2C1, CC(C)I, [K+], [K+], CN(C)C=O. Product: CC(C)Oc1ccc(CC2CCN(C3CCc4n[nH]cc4C3)C2=O)c(Cl)c1. RXN SMILES: [C:29](=[O:30])([O-:31])[O-:32].[Cl:1][c:2]1[c:3]([CH2:4][CH:5]2[C:6](=[O:19])[N:7]([CH:10]3[CH2:11][c:12]4[cH:13][nH:14][n:15][c:16]4[CH2:17][CH2:18]3)[CH2:8][CH2:9]2)[cH:20][cH:21][c:22]([OH:24])[cH:23]1.[I:25][CH:26]([CH3:27])[CH3:28].[K+:33].[K+:34].[O:35]=[CH:36][N:37]([CH3:38])[CH3:39]>>[Cl:1][c:2]1[c:3]([CH2:4][CH:5]2[C:6](=[O:19])[N:7]([CH:10]3[CH2:11][c:12]4[cH:13][nH:14][n:15][c:16]4[CH2:17][CH2:18]3)[CH2:8][CH2:9]2)[cH:20][cH:21][c:22]([O:24][CH:26]([CH3:27])[CH3:28])[cH:23]1. Starting materials: C(C)OC(=O)C1C(C=2C=CN=CC2C1=O)=O (5,7-Dioxo-6,7-dihydro-5H-[2]pyrindine-6-carboxylic acid ethyl ester), C1(=CC=CC=C1)C (toluene), COC=1C(=C(C=CC1)N)C (3-methoxy-2-methyl-phenylamine), C(C)(=O)O (acetic acid). Product: COC=1C=C(C=CC1C)NC(=O)C1C(C=2C=CN=CC2C1=O)=O (5,7-dioxo-6,7-dihydro-5H-[2]pyrindine-6-carboxylic acid (3-methoxy-4-methyl-phenyl)-amide). As a reaction SMILES: C(O[C:4]([CH:6]1[C:14](=[O:15])[C:13]2[CH:12]=[N:11][CH:10]=[CH:9][C:8]=2[C:7]1=[O:16])=[O:5])C.CO[C:19]1[C:20](C)=[C:21]([NH2:25])C=[CH:23][CH:24]=1.[C:27]([OH:30])(=O)[CH3:28].[C:31]1(C)C=CC=CC=1>>[CH3:31][O:30][C:27]1[CH:28]=[C:21]([NH:25][C:4]([CH:6]2[C:14](=[O:15])[C:13]3[CH:12]=[N:11][CH:10]=[CH:9][C:8]=3[C:7]2=[O:16])=[O:5])[CH:20]=[CH:19][C:24]=1[CH3:23]. Reported procedure: 5,7-Dioxo-6,7-dihydro-5H-[2]pyrindine-6-carboxylic acid ethyl ester (975 mg) (see, Robin D. Allan and Joyce Fong, Aust. J. Chem., Vol. 36, pp. 1221-1226, 1983), 3-methoxy-2-methyl-phenylamine (750 mg) and acetic acid (0.4 ml) were suspended in toluene (30 ml). This mixture was refluxed for one hour under nitrogen. The mixture was cooled to room temperature and the precipitate was collected with suction. The precipitate was washed with toluene and dichloromethane and dried under reduced pressure ...